Task: describe an organic reaction: reactants, conditions, products, and yield. Dataset: the Open Reaction Database (ORD), a public repository of structured organic reaction records Starting materials: Cl.O[C@H](COC1=C(C=CC=C1)CCC(=O)OCC)CNC(C)C ((S)-Ethyl 3-[2-[2-hydroxy-3-(isopropylamino)propoxy]phenyl]propionate hydrochloride). Solvent: Cl (hydrochloric acid), CC(=O)C (acetone). Yields the product Cl.O[C@H](COC1=C(C=CC=C1)CCC(=O)O)CNC(C)C ((S)-(−) 3-[2-[2-hydroxy-3-(isopropylamino)propoxy]phenyl]propionic acid hydrochloride). Yield: 67.2%. RXN SMILES: [ClH:1].[OH:2][C@@H:3]([CH2:19][NH:20][CH:21]([CH3:23])[CH3:22])[CH2:4][O:5][C:6]1[CH:11]=[CH:10][CH:9]=[CH:8][C:7]=1[CH2:12][CH2:13][C:14]([O:16]CC)=[O:15]>Cl.CC(C)=O>[ClH:1].[OH:2][C@@H:3]([CH2:19][NH:20][CH:21]([CH3:23])[CH3:22])[CH2:4][O:5][C:6]1[CH:11]=[CH:10][CH:9]=[CH:8][C:7]=1[CH2:12][CH2:13][C:14]([OH:16])=[O:15] |f:0.1,4.5|. Procedure: (S)-Ethyl 3-[2-[2-hydroxy-3-(isopropylamino)propoxy]phenyl]propionate hydrochloride (10 g, 0.029 moles) was dissolved in 6 N hydrochloric acid (200 mL). This solution was refluxed for 16 h and evaporated to dryness to give a white solid. This solid was dissolved in 50 mL of acetone with warming. Trace insoluble solid was removed by filtration through a fluted filter paper and the solution was allowed to cool to room temperature. The white crystalline solid which separated was filtered, washed wi... Reactants: B(F)(F)F.CCOCC (BF3 Et2O), COC([C@@H]1[C@H]([C@@H]([C@H]([C@H](OC(C)=O)O1)OC(C)=O)OC(C)=O)OC(C)=O)=O (1,2,3,4-tetra-O-acetyl-β-D-glucopyranuronic acid methyl ester), ClC(CO)(Cl)Cl (2,2,2-trichloroethanol). Run in ClCCl (dichloromethane). Reaction conditions: time 8 hour. Product: COC([C@@H]1[C@H]([C@@H]([C@H]([C@@H](OCC(Cl)(Cl)Cl)O1)OC(C)=O)OC(C)=O)OC(C)=O)=O (1-O-trichloroethyl-2,3,4-tri-O-acetyl-α-D-glucopyranuronic acid methyl ester). Reaction SMILES: B(F)(F)F.CCOCC.[CH3:10][O:11][C:12](=[O:35])[C@H:13]1[O:22][C@@H:17](OC(=O)C)[C@H:16]([O:23][C:24](=[O:26])[CH3:25])[C@@H:15]([O:27][C:28](=[O:30])[CH3:29])[C@@H:14]1[O:31][C:32](=[O:34])[CH3:33].[Cl:36][C:37]([Cl:41])([Cl:40])[CH2:38][OH:39]>ClCCl>[CH3:10][O:11][C:12](=[O:35])[C@H:13]1[O:22][C@H:17]([O:39][CH2:38][C:37]([Cl:41])([Cl:40])[Cl:36])[C@H:16]([O:23][C:24](=[O:26])[CH3:25])[C@@H:15]([O:27][C:28](=[O:30])[CH3:29])[C@@H:14]1[O:31][C:32](=[O:34])[CH3:33] |f:0.1|. Procedure: BF3-Et2O (15 ml) was added dropwise to a cooled solution at 0° C. of 1,2,3,4-tetra-O-acetyl-β-D-glucopyranuronic acid methyl ester (11.23 g, 0.03 mol) and 2,2,2-trichloroethanol (20 ml) in anhydrous dichloromethane (250 ml) under inert atmosphere. The mixture was stirred at room temperature overnight and then washed with 1N HCl (100 ml), water (100 ml) and brine (100 ml). The organic phase was dried over sodium sulphate, filtered and concentrated to dryness. 1-O-trichloroethyl-2,3,4-tri-O-acetyl...